This data is from the Open Reaction Database (ORD), a public repository of structured organic reaction records. The task is: describe an organic reaction: reactants, conditions, products, and yield Starting materials: [BH3-]C#N, C1=CCNCC1, CO, Cl, [Na+], O=Cc1ccc(O)cc1. The product is Oc1ccc(CN2CC=CCC2)cc1. As a reaction SMILES: [C:17]([BH3-:18])#[N:19].[CH2:10]1[CH2:11][CH:12]=[CH:13][CH2:14][NH:15]1.[CH3:21][OH:22].[ClH:16].[Na+:20].[OH:1][c:2]1[cH:3][cH:4][c:5]([CH:6]=[O:7])[cH:8][cH:9]1>>[OH:1][c:2]1[cH:3][cH:4][c:5]([CH2:6][N:15]2[CH2:10][CH2:11][CH:12]=[CH:13][CH2:14]2)[cH:8][cH:9]1. The reactants are ClC1=CC=C(OC=2C3=C(SC2C=O)C=C2C(=C3)OCO2)C=C1 (3-(4-Chlorophenoxy)-5,6-(methylenedioxy)benzo[b]thiophene-2-carbaldehyde), N1=CC=C(C=C1)CC(=O)OCC (ethyl 4-pyridylacetate), C(C)(=O)OC(C)=O (acetic anhydride), C(=O)(O)[O-].[Na+] (NaHCO3). Conditions: temperature 100 celsius. Yields the product ClC1=CC=C(OC=2C3=C(SC2/C=C(/C(=O)OCC)\C2=CC=NC=C2)C=C2C(=C3)OCO2)C=C1 (Ethyl (E)-3-[3-(4-Chlorophenoxy)-5,6-(methylenedioxy)benzo[b]thiophen-2-yl]-2-(4-pyridyl)-2-propenoate). As a reaction SMILES: [Cl:1][C:2]1[CH:22]=[CH:21][C:5]([O:6][C:7]2[C:8]3[CH:17]=[C:16]4[O:18][CH2:19][O:20][C:15]4=[CH:14][C:9]=3[S:10][C:11]=2[CH:12]=O)=[CH:4][CH:3]=1.[N:23]1[CH:28]=[CH:27][C:26]([CH2:29][C:30]([O:32][CH2:33][CH3:34])=[O:31])=[CH:25][CH:24]=1.C(OC(=O)C)(=O)C.C([O-])(O)=O.[Na+]>>[Cl:1][C:2]1[CH:22]=[CH:21][C:5]([O:6][C:7]2[C:8]3[CH:17]=[C:16]4[O:18][CH2:19][O:20][C:15]4=[CH:14][C:9]=3[S:10][C:11]=2/[CH:12]=[C:29](\[C:26]2[CH:27]=[CH:28][N:23]=[CH:24][CH:25]=2)/[C:30]([O:32][CH2:33][CH3:34])=[O:31])=[CH:4][CH:3]=1 |f:3.4|. Procedure: A solution containing 85 mmol of the product obtained in Step E, 127 mmol of ethyl 4-pyridylacetate and 75 ml of acetic anhydride is heated at 100° C. for 18 hours. After returning to ambient temperature, the reaction mixture is hydrolysed by saturated NaHCO3 solution and extracted with ethyl acetate. The organic phases are then washed with water and then with NaCl solution, dried over calcium sulphate, filtered and concentrated under reduced pressure. Chromatography over silica gel (dichloromet... Reactants: Cc1ccnc(S)n1, Cl, CI, [Na+], [OH-], O. The product is CSc1nccc(C)n1. RXN SMILES: [CH3:4][c:5]1[n:6][c:7]([SH:11])[n:8][cH:9][cH:10]1.[ClH:3].[I:12][CH3:13].[Na+:2].[OH-:1].[OH2:14]>>[CH3:4][c:5]1[n:6][c:7]([S:11][CH3:13])[n:8][cH:9][cH:10]1. Reactants: [Na] (sodium), [Cl-].COC[P+](C1=CC=CC=C1)(C1=CC=CC=C1)C1=CC=CC=C1 (methoxymethyltriphenylphosphonium chloride), C1=C(C=CC2=CC=CC=C12)C=O (2-naphthaldehyde). The solvent is C(C)O (ethanol). Run at time 0.5 hour. The product is COC=CC1=CC2=CC=CC=C2C=C1 (2-(2-methoxyvinyl) naphthalene). The yield is 55.5%. As a reaction SMILES: [Na].[Cl-].[CH3:3][O:4][CH2:5][P+](C1C=CC=CC=1)(C1C=CC=CC=1)C1C=CC=CC=1.[CH:25]1[C:34]2[C:29](=[CH:30][CH:31]=[CH:32][CH:33]=2)[CH:28]=[CH:27][C:26]=1[CH:35]=O>C(O)C>[CH3:3][O:4][CH:5]=[CH:35][C:26]1[CH:27]=[CH:28][C:29]2[C:34](=[CH:33][CH:32]=[CH:31][CH:30]=2)[CH:25]=1 |f:1.2,^1:0|. Reported procedure: To the solution produced by reacting sodium (0.92 g) in dry ethanol (60 ml) was added methoxymethyltriphenylphosphonium chloride (15.2 g). After stirring at room temperature for 0.5 hours, 2-naphthaldehyde (5.5 g) was added and the mixture heated at reflux for 5 hours. The mixture was evaporated to dryness and extracted with boiling ether, cooled to precipitate triphenylphosphine oxide, filtered and evaporated. The residue in dichloromethane (5 ml) was passed through a column of alumina and elut... Reactants: ClC=1C=C(C=2N(N1)C(=C(N2)C)CC2=C(C=C(C=C2)Cl)F)CN2CCOCC2 (4-((6-chloro-3-(4-chloro-2-fluorobenzyl)-2-methylimidazo[1,2-b]pyridazin-8-yl)methyl)morpholin), C1(=CC=CC=C1)P(C1=CC=CC=2C(C3=CC=CC(=C3OC12)P(C1=CC=CC=C1)C1=CC=CC=C1)(C)C)C1=CC=CC=C1 (4,5-bis(diphenylphosphino)-9,9-dimethylxanthene), COC1=CC=C(CN2N=C(C=C2C)N)C=C1 (1-(4-methoxybenzyl)-5-methyl-1H-pyrazol-3-amine), C([O-])([O-])=O.[K+].[K+] (potassium carbonate). Reagents/catalysts: C=1C=CC(=CC1)/C=C/C(=O)/C=C/C2=CC=CC=C2.C=1C=CC(=CC1)/C=C/C(=O)/C=C/C2=CC=CC=C2.[Pd] (bis(dibenzylideneacetone)palladium). Solvent: O (water), O1CCOCC1 (1,4-dioxane). Yields the product ClC1=CC(=C(CC2=C(N=C3N2N=C(C=C3CN3CCOCC3)NC3=NN(C(=C3)C)CC3=CC=C(C=C3)OC)C)C=C1)F (3-(4-Chloro-2-fluorobenzyl)-N-(1-(4-methoxybenzyl)-5-methyl-1H-pyrazol-3-yl)-2-methyl-8-(morpholinomethyl)imidazo[1,2-b]pyridazin-6-amine). Yield: 86.1%. Reaction SMILES: Cl[C:2]1[CH:3]=[C:4]([CH2:21][N:22]2[CH2:27][CH2:26][O:25][CH2:24][CH2:23]2)[C:5]2[N:6]([C:8]([CH2:12][C:13]3[CH:18]=[CH:17][C:16]([Cl:19])=[CH:15][C:14]=3[F:20])=[C:9]([CH3:11])[N:10]=2)[N:7]=1.[CH3:28][O:29][C:30]1[CH:43]=[CH:42][C:33]([CH2:34][N:35]2[C:39]([CH3:40])=[CH:38][C:37]([NH2:41])=[N:36]2)=[CH:32][CH:31]=1.C(=O)([O-])[O-].[K+].[K+].C1(P(C2C=CC=CC=2)C2C3OC4C(=CC=CC=4P(C4C=CC=CC=4)C4C=CC=CC=4)C(C)(C)C=3C=CC=2)C=CC=CC=1>C1C=CC(/C=C/C(/C=C/C2C=CC=CC=2)=O)=CC=1.C1C=CC(/C=C/C(/C=C/C2C=CC=CC=2)=O)=CC=1.[Pd].O1CCOCC1.O>[Cl:19][C:16]1[CH:17]=[CH:18][C:13]([CH2:12][C:8]2[N:6]3[N:7]=[C:2]([NH:41][C:37]4[CH:38]=[C:39]([CH3:40])[N:35]([CH2:34][C:33]5[CH:42]=[CH:43][C:30]([O:29][CH3:28])=[CH:31][CH:32]=5)[N:36]=4)[CH:3]=[C:4]([CH2:21][N:22]4[CH2:23][CH2:24][O:25][CH2:26][CH2:27]4)[C:5]3=[N:10][C:9]=2[CH3:11])=[C:14]([F:20])[CH:15]=1 |f:2.3.4,6.7.8|. Procedure: Combine 4-((6-chloro-3-(4-chloro-2-fluorobenzyl)-2-methylimidazo[1,2-b]pyridazin-8-yl)methyl)morpholin (0.36 g, 0.88 mmol), 1-(4-methoxybenzyl)-5-methyl-1H-pyrazol-3-amine (0.248 g, 1.3 equiv.), potassium carbonate (0.30 g, 2.5 equiv.), 4,5-bis(diphenylphosphino)-9,9-dimethylxanthene (0.076 g, 0.15 equiv.), water (2 mL), and 1,4-dioxane (20 mL) in a round bottom flask. Degas thoroughly with nitrogen then add bis(dibenzylideneacetone)palladium (0.10 g, 0.2 equiv.). Attach a reflux condenser and p...